Dataset: the Open Reaction Database (ORD), a public repository of structured organic reaction records. Task: describe an organic reaction: reactants, conditions, products, and yield The reactants are C(CC(O)(C(=O)O)CC(=O)O)(=O)O (citric acid), [H-].[Na+] (Sodium hydride), ClC1=C(C=C(C=C1)C)O (2-chloro-5-methylphenol), CI (Methyl iodide). Solvent: CCOC(=O)C (EtOAc), CN(C)C=O (DMF). Reaction conditions: time 1 hour. Yields the product COC1=C(C=CC(=C1)C)Cl (2-chloro-5-methylphenyl methyl ether). Isolated yield 100.0%. Reaction SMILES: [H-].[Na+].[Cl:3][C:4]1[CH:9]=[CH:8][C:7]([CH3:10])=[CH:6][C:5]=1[OH:11].CI.[C:14](O)(=O)CC(CC(O)=O)(C(O)=O)O>CN(C=O)C.CCOC(C)=O>[CH3:14][O:11][C:5]1[CH:6]=[C:7]([CH3:10])[CH:8]=[CH:9][C:4]=1[Cl:3] |f:0.1|. Procedure: Sodium hydride (60% dispersion, 3.0 g, 77 mmol) was added in three portions to a solution of 2-chloro-5-methylphenol (10.0 g, 70.1 mmol) in DMF (100 mL) at 0° C. under nitrogen. Methyl iodide (5.0 mL, 77 mmol) was added and the solution was warmed to RT. After 1 h, 10% aqueous citric acid (200 mL) and EtOAc (1.0 L) were added. The layers were separated and the aqueuos layer was extracted with EtOAc. The organic layer was washed with saturated NaHCO3 and brine, dried over Na2SO4, filtered and eva... Starting materials: halobenzenes, 1,2-diphenylacetylenes, BrC=1C=C(C=CC1)C1=C(C(=NN1)C(=O)N1CC(CC1)N(CC)CC)C ([5-(3-bromo-phenyl)-4-methyl-1H-pyrazol-3-yl]-(3-diethylamino-pyrrolidin-1-yl)-methanone), alkynes, phenylacetylenes, C(#C)[Si](C)(C)C (ethynyltrimethylsilane). Reagents/catalysts: C=1C=CC(=CC1)[P](C=2C=CC=CC2)(C=3C=CC=CC3)[Pd]([P](C=4C=CC=CC4)(C=5C=CC=CC5)C=6C=CC=CC6)([P](C=7C=CC=CC7)(C=8C=CC=CC8)C=9C=CC=CC9)[P](C=1C=CC=CC1)(C=1C=CC=CC1)C=1C=CC=CC1 (Pd(PPh3)4), [Cu]I (CuI). Run in N1CCCCC1 (piperidine), N1CCCCC1 (piperidine). Reaction conditions: temperature 50 celsius, time 10 minute. Product: C(C)N(C1CN(CC1)C(=O)C1=NNC(=C1C)C1=CC(=CC=C1)C#C[Si](C)(C)C)CC ((3-Diethylamino-pyrrolidin-1-yl)-[4-methyl-5-(3-trimethylsilanylethynyl-phenyl)-1H-pyrazol-3-yl]-methanone). The yield is 63.9%. Reaction SMILES: Br[C:2]1[CH:3]=[C:4]([C:8]2[NH:12][N:11]=[C:10]([C:13]([N:15]3[CH2:19][CH2:18][CH:17]([N:20]([CH2:23][CH3:24])[CH2:21][CH3:22])[CH2:16]3)=[O:14])[C:9]=2[CH3:25])[CH:5]=[CH:6][CH:7]=1.[C:26]([Si:28]([CH3:31])([CH3:30])[CH3:29])#[CH:27]>N1CCCCC1.C1C=CC([P]([Pd]([P](C2C=CC=CC=2)(C2C=CC=CC=2)C2C=CC=CC=2)([P](C2C=CC=CC=2)(C2C=CC=CC=2)C2C=CC=CC=2)[P](C2C=CC=CC=2)(C2C=CC=CC=2)C2C=CC=CC=2)(C2C=CC=CC=2)C2C=CC=CC=2)=CC=1.[Cu]I>[CH2:21]([N:20]([CH2:23][CH3:24])[CH:17]1[CH2:18][CH2:19][N:15]([C:13]([C:10]2[C:9]([CH3:25])=[C:8]([C:4]3[CH:5]=[CH:6][CH:7]=[C:2]([C:27]#[C:26][Si:28]([CH3:31])([CH3:30])[CH3:29])[CH:3]=3)[NH:12][N:11]=2)=[O:14])[CH2:16]1)[CH3:22] |^1:41,43,62,81|. Procedure: The synthesis was performed following a procedure of Stara, Irena G.; Stary, Ivo; Kollarovic, Adrian; Teply, Filip; Saman, David; Fiedler, Pavel. Coupling reactions of halobenzenes with alkynes. The synthesis of phenylacetylenes and symmetrical or unsymmetrical 1,2-diphenylacetylenes. Collect. Czech. Chem. Commun. (1999), 64(4), 649-672. A solution of 0.405 g (1.00 mmol) of [5-(3-bromo-phenyl)-4-methyl-1H-pyrazol-3-yl]-(3-diethylamino-pyrrolidin-1-yl)-methanone in 5 ml piperidine was degassed (a... Reactants: Cc1cccc2nc(S)n(C)c(=O)c12, CCO, O=C(c1ccc(CBr)cc1)c1ccc([N+](=O)[O-])cc1, [Na+], [OH-]. Product: Cc1cccc2nc(SCc3ccc(C(=O)c4ccc([N+](=O)[O-])cc4)cc3)n(C)c(=O)c12. RXN SMILES: [CH3:1][n:2]1[c:3]([SH:14])[n:4][c:5]2[cH:6][cH:7][cH:8][c:9]([CH3:13])[c:10]2[c:11]1=[O:12].[CH3:36][CH2:37][OH:38].[N+:17](=[O:18])([O-:19])[c:20]1[cH:21][cH:22][c:23]([C:24](=[O:25])[c:26]2[cH:27][cH:28][c:29]([CH2:30][Br:31])[cH:32][cH:33]2)[cH:34][cH:35]1.[Na+:16].[OH-:15]>>[CH3:1][n:2]1[c:3]([S:14][CH2:30][c:29]2[cH:28][cH:27][c:26]([C:24]([c:23]3[cH:22][cH:21][c:20]([N+:17](=[O:18])[O-:19])[cH:35][cH:34]3)=[O:25])[cH:33][cH:32]2)[n:4][c:5]2[cH:6][cH:7][cH:8][c:9]([CH3:13])[c:10]2[c:11]1=[O:12]. The reactants are CC(C)=O, CC(C)CNc1ccc2nc(S)sc2c1, CCOCC, CCN(C(C)C)C(C)C, CC(C)OC(=O)Cl. Yields the product CC(C)CN(C(=O)OC(C)C)c1ccc2nc(S)sc2c1. As a reaction SMILES: [CH3:16][C:17](=[O:18])[CH3:19].[CH3:1][CH:2]([CH2:3][NH:4][c:5]1[cH:6][c:7]2[c:8]([n:9][c:10]([SH:12])[s:11]2)[cH:13][cH:14]1)[CH3:15].[CH3:36][CH2:37][O:38][CH2:39][CH3:40].[CH:20]([N:21]([CH2:22][CH3:23])[CH:24]([CH3:25])[CH3:26])([CH3:27])[CH3:28].[Cl:29][C:30](=[O:31])[O:32][CH:33]([CH3:34])[CH3:35]>>[CH3:1][CH:2]([CH2:3][N:4]([c:5]1[cH:6][c:7]2[c:8]([n:9][c:10]([SH:12])[s:11]2)[cH:13][cH:14]1)[C:30](=[O:31])[O:32][CH:33]([CH3:34])[CH3:35])[CH3:15].